This data is from the Open Reaction Database (ORD), a public repository of structured organic reaction records. The task is: describe an organic reaction: reactants, conditions, products, and yield Reactants: 1,1,2,2-tetrafluoro, B(F)(F)F.CCOCC (boron trifluoride etherate), C1(=CC=CC=C1)C (Toluene), FC(=O)F (difluoroketone), FC(=O)F (difluoroketone), 1,1,2,4-tetrafluoro. Solvent: C1CCOC1 (THF). The product is C1CC=CC2=CC=CC=C12 (1,2-dihydronaphthalene), 1,1,2,2-tetrafluoro-6-trans-4-propylcyclohexyl. The yield is 65.0%. RXN SMILES: F[C:2](F)=O.B(F)(F)F.CCO[CH2:12][CH3:13].[C:14]1([CH3:20])[CH:19]=[CH:18][CH:17]=[CH:16][CH:15]=1>C1COCC1>[CH2:18]1[C:19]2[C:14](=[CH:20][CH:2]=[CH:12][CH:13]=2)[CH:15]=[CH:16][CH2:17]1 |f:1.2|. Procedure details: The reaction temperature can range from 0° C. to 90° C. In carrying out the reaction, the difluoroketone can be mixed with the entire charge of the fluorinating reagent or the reagent can be added dropwise to a solution of the difluoroketone. Lewis acid catalysts such as boron trifluoride etherate (BF3.Et2O) or HF can be used to accelerate the reaction. The product obtained is usually a mixture of the desired 1,1,2,2-tetrafluoro compound and the corresponding 1,1,2,4-tetrafluoro isomer. We have ... The reactants are hydrochloride salt, CC1=CC=C(C=C1)S(=O)(=O)OCC1OC2=C(C1)C=C(C=C2F)C2=C(C=CC=C2)F ((±)-[7-fluoro-5-(2-fluorophenyl)-2,3-dihydro-1-benzofuran-2-yl]methyl 4-methylbenzenesulfonate), CN (methylamine). Product: FC1=CC(=CC=2CC(OC21)CNC)C2=C(C=CC=C2)F ((±)-{[7-fluoro-5-(2-fluorophenyl)-2,3-dihydro-1-benzofuran-2-yl]methyl}methylamine). As a reaction SMILES: CC1C=CC(S(O[CH2:12][CH:13]2[CH2:17][C:16]3[CH:18]=[C:19]([C:23]4[CH:28]=[CH:27][CH:26]=[CH:25][C:24]=4[F:29])[CH:20]=[C:21]([F:22])[C:15]=3[O:14]2)(=O)=O)=CC=1.[CH3:30][NH2:31]>>[F:22][C:21]1[C:15]2[O:14][CH:13]([CH2:12][NH:31][CH3:30])[CH2:17][C:16]=2[CH:18]=[C:19]([C:23]2[CH:28]=[CH:27][CH:26]=[CH:25][C:24]=2[F:29])[CH:20]=1. Reported procedure: The title compound was prepared (0.132 g, 92%) following the general procedure of Example 390 as a white solid, hydrochloride salt from (±)-[7-fluoro-5-(2-fluorophenyl)-2,3-dihydro-1-benzofuran-2-yl]methyl 4-methylbenzenesulfonate (0.20 g, 0.48 mmol) and methylamine (0.30 g, 9.6 mmol). mp >250° C. (dec). The reactants are C(C(=C)C)(=O)O (methacrylic acid), C1(CC(C(CC1)C(C)C)O)C (menthol), C1(=CC=C(C=C1)S(=O)(=O)O)C (p-toluenesulfonic acid). Solvent: C1(=CC=CC=C1)C (toluene). Run at temperature 150 celsius. Yields the product C(C(=C)C)(=O)OC1CC(CCC1C(C)C)C (menthyl methacrylate). RXN SMILES: [C:1]([OH:6])(=[O:5])[C:2]([CH3:4])=[CH2:3].[CH:7]1([CH3:17])[CH2:12][CH2:11][CH:10]([CH:13]([CH3:15])[CH3:14])[CH:9](O)[CH2:8]1.C1(C)C=CC(S(O)(=O)=O)=CC=1>C1(C)C=CC=CC=1>[C:1]([O:6][CH:9]1[CH:10]([CH:13]([CH3:15])[CH3:14])[CH2:11][CH2:12][CH:7]([CH3:17])[CH2:8]1)(=[O:5])[C:2]([CH3:4])=[CH2:3]. Reported procedure: 24 g of methacrylic acid, 31 g of menthol and 15 g of p-toluenesulfonic acid dissolved in 500 mL of toluene were heated under reflux at an oil temperature of 150° C. for 19 h. Subsequently, the reaction of the mixed solution was quenched by the addition of salt saturated sodium hydrocarbonate solution. The mixture was extracted with ether, the organic layers were combined and washed with salt saturated sodium bicarbonate solution and then with an aqueous solution of sodium hydroxide, salt satura...